Dataset: the Open Reaction Database (ORD), a public repository of structured organic reaction records. Task: describe an organic reaction: reactants, conditions, products, and yield Reactants: C(O)([O-])=O.[Na+] (sodium hydrogencarbonate), OC1=C(C(N(C2=NC=CC=C12)C1=CC=CC=C1)=O)C(C(CC)C1=CC=CC=C1)=O (4-hydroxy-1-phenyl-3-(2-phenylbutyryl)-1,8-naphthyridin-2(1H)-one), O.NN (hydrazine monohydrate). Solvent: CN(C)C=O (DMF). Run at temperature 115 celsius, time 2 hour. The product is C1(=CC=CC=C1)N1C(C2=C(C=3C=CC=NC13)NN=C2C(CC)C2=CC=CC=C2)=O (5-phenyl-3-(1-phenylpropyl)-1H-pyrazolo[4,3-c][1,8]naphthyridin-4(5H)-one), crystal. The yield is 53.0%. Reaction SMILES: O[C:2]1[C:11]2[C:6](=[N:7][CH:8]=[CH:9][CH:10]=2)[N:5]([C:12]2[CH:17]=[CH:16][CH:15]=[CH:14][CH:13]=2)[C:4](=[O:18])[C:3]=1[C:19](=O)[CH:20]([C:23]1[CH:28]=[CH:27][CH:26]=[CH:25][CH:24]=1)[CH2:21][CH3:22].O.[NH2:31][NH2:32].C(=O)([O-])O.[Na+]>CN(C=O)C>[C:12]1([N:5]2[C:6]3[N:7]=[CH:8][CH:9]=[CH:10][C:11]=3[C:2]3[NH:31][N:32]=[C:19]([CH:20]([C:23]4[CH:28]=[CH:27][CH:26]=[CH:25][CH:24]=4)[CH2:21][CH3:22])[C:3]=3[C:4]2=[O:18])[CH:17]=[CH:16][CH:15]=[CH:14][CH:13]=1 |f:1.2,3.4|. Reported procedure: To a suspension of 4-hydroxy-1-phenyl-3-(2-phenylbutyryl)-1,8-naphthyridin-2(1H)-one (98 mg, 0.25 mmol) produced in Synthesis Example 39 in DMF (2 mL) was added hydrazine monohydrate (purity of 80%, 40 μL), and the mixture was stirred at 110 to 120° C. for 2 hours. To the reaction solution was added a sodium hydrogencarbonate aqueous solution. The resulting precipitate was separated by filtration and washed with water. The precipitate was recrystallized from ethanol and diisopropyl ether to give... The reactants are C(C)NC1=NC(=CC(=N1)O)C (2-ethylamino-4-hydroxy-6-methylpyrimidine), C(CCC)=O (n-butyraldehyde), [H][H] (Hydrogen). The reagents and catalysts are [Pd] (palladium on carbon). Solvent: C(CCC)O (n-butanol). Conditions: temperature 100 celsius, time 18 hour. Yields the product 37.0, C(CCC)C=1C(=NC(=NC1C)NCC)O (5-butyl-2-ethylamino-4-hydroxy-6-methylpyrimidine). Reaction SMILES: [CH2:1]([NH:3][C:4]1[N:9]=[C:8]([OH:10])[CH:7]=[C:6]([CH3:11])[N:5]=1)[CH3:2].[CH:12](=O)[CH2:13][CH2:14][CH3:15].[H][H]>[Pd].C(O)CCC>[CH2:12]([C:7]1[C:8]([OH:10])=[N:9][C:4]([NH:3][CH2:1][CH3:2])=[N:5][C:6]=1[CH3:11])[CH2:13][CH2:14][CH3:15]. Procedure: 76.25 Parts of 2-ethylamino-4-hydroxy-6-methylpyrimidine, 41 parts of n-butyraldehyde and 7 parts of a 50% aqueous paste of 3% palladium on carbon catalyst are stirred in 400 parts of n-butanol in a closed container. Hydrogen is passed into the reaction vessel to a pressure of 3 bar and the temperature is raised to 100° C. The reaction mixture is stirred under a hydrogen pressure of 3 bar and a temperature of 95°- 100° C for 18 hours, and then cooled and the palladium on carbon catalyst removed ... Starting materials: FC1=C(C=CC(=C1)N(S(=O)(=O)C1=C(C=CC=C1)[N+](=O)[O-])CC=1C=C(C=CC1)C1=C(C=C(C=C1C)O)C)CCC(=O)OC(C)(C)C (tert-butyl 3-(2-fluoro-4-{[(4′-hydroxy-2′,6′-dimethylbiphenyl-3-yl)methyl][(2-nitrophenyl)sulfonyl]amino}phenyl)propanoate), C(C)SCCO (2-(ethylthio)ethanol), C(CCC)P(CCCC)CCCC (tributylphosphine), N(=NC(=O)N1CCCCC1)C(=O)N1CCCCC1 (1,1′-(azodicarbonyl)dipiperidine), C(C)SCCO (2-(ethylthio)ethanol), C(CCC)P(CCCC)CCCC (tributylphosphine), N(=NC(=O)N1CCCCC1)C(=O)N1CCCCC1 (1,1′-(azodicarbonyl)dipiperidine). Solvent: O1CCCC1 (tetrahydrofuran), C(C)OCC (diethyl ether). Product: C(C)SCCOC1=CC(=C(C(=C1)C)C1=CC(=CC=C1)CN(C1=CC(=C(C=C1)CCC(=O)OC(C)(C)C)F)S(=O)(=O)C1=C(C=CC=C1)[N+](=O)[O-])C (tert-butyl 3-(4-{({4′-[2-(ethylthio)ethoxy]-2′,6′-dimethylbiphenyl-3-yl}methyl)[(2-nitrophenyl)sulfonyl]amino}-2-fluorophenyl)propanoate). The yield is 86.1%. Reaction SMILES: [F:1][C:2]1[CH:7]=[C:6]([N:8]([CH2:21][C:22]2[CH:23]=[C:24]([C:28]3[C:33]([CH3:34])=[CH:32][C:31]([OH:35])=[CH:30][C:29]=3[CH3:36])[CH:25]=[CH:26][CH:27]=2)[S:9]([C:12]2[CH:17]=[CH:16][CH:15]=[CH:14][C:13]=2[N+:18]([O-:20])=[O:19])(=[O:11])=[O:10])[CH:5]=[CH:4][C:3]=1[CH2:37][CH2:38][C:39]([O:41][C:42]([CH3:45])([CH3:44])[CH3:43])=[O:40].[CH2:46]([S:48][CH2:49][CH2:50]O)[CH3:47].C(P(CCCC)CCCC)CCC.N(C(N1CCCCC1)=O)=NC(N1CCCCC1)=O>O1CCCC1.C(OCC)C>[CH2:46]([S:48][CH2:49][CH2:50][O:35][C:31]1[CH:32]=[C:33]([CH3:34])[C:28]([C:24]2[CH:25]=[CH:26][CH:27]=[C:22]([CH2:21][N:8]([S:9]([C:12]3[CH:17]=[CH:16][CH:15]=[CH:14][C:13]=3[N+:18]([O-:20])=[O:19])(=[O:10])=[O:11])[C:6]3[CH:5]=[CH:4][C:3]([CH2:37][CH2:38][C:39]([O:41][C:42]([CH3:45])([CH3:44])[CH3:43])=[O:40])=[C:2]([F:1])[CH:7]=3)[CH:23]=2)=[C:29]([CH3:36])[CH:30]=1)[CH3:47]. Procedure: To a solution of tert-butyl 3-(2-fluoro-4-{[(4′-hydroxy-2′,6′-dimethylbiphenyl-3-yl)methyl][(2-nitrophenyl)sulfonyl]amino}phenyl)propanoate (2.0 g, 3.15 mmol), 2-(ethylthio)ethanol (0.37 mL, 3.47 mmol) and tributylphosphine (1.18 mL, 4.73 mmol) in tetrahydrofuran (40 mL) was added 1,1′-(azodicarbonyl)dipiperidine (1.19 g, 4.73 mmol) under stirring at room temperature, and the mixture was stirred for 16 hr. To the reaction mixture were added reagents (2-(ethylthio)ethanol, tributylphosphine and 1... Reactants: CCn1c(=O)n(-c2ccc(OCc3ccccc3)cc2)c2ncc(Cl)cc21, CCOC(C)=O. Yields the product CCn1c(=O)n(-c2ccc(O)cc2)c2ncc(Cl)cc21. Reaction SMILES: [CH2:1]([c:2]1[cH:3][cH:4][cH:5][cH:6][cH:7]1)[O:8][c:9]1[cH:10][cH:11][c:12](-[n:15]2[c:16](=[O:27])[n:17]([CH2:25][CH3:26])[c:18]3[c:19]2[n:20][cH:21][c:22]([Cl:24])[cH:23]3)[cH:13][cH:14]1.[CH3:28][CH2:29][O:30][C:31]([CH3:32])=[O:33]>>[OH:8][c:9]1[cH:10][cH:11][c:12](-[n:15]2[c:16](=[O:27])[n:17]([CH2:25][CH3:26])[c:18]3[c:19]2[n:20][cH:21][c:22]([Cl:24])[cH:23]3)[cH:13][cH:14]1. The reactants are [H-].[Na+] (sodium hydride), C1CCC2=NC3=C(NC(C21)=O)C=CC=C3 (2,3,9,10a-tetrahydrobenzo[b]-cyclopenta[e][1,4]diazepin-10(1H)-one), [N+](=O)([O-])C1=CC=C(CBr)C=C1 (4-nitrobenzyl bromide). The solvent is [Cl-].[NH4+] (ammonium chloride), CN(C=O)C (N,N-dimethylformamide). Conditions: temperature 0 celsius, time 10 minute. Yields the product [N+](=O)([O-])C1=CC=C(CN2C3=C(N=C4C(C2=O)CCC4)C=CC=C3)C=C1 (9-(4-Nitrobenzyl)-2,3,9,10a-tetrahydrobenzo[b]cyclopenta[e][1,4]diazepin-10(1H)-one). Yield: 70993.1%. As a reaction SMILES: [CH2:1]1[CH:10]2[C:4](=[N:5][C:6]3[CH:15]=[CH:14][CH:13]=[CH:12][C:7]=3[NH:8][C:9]2=[O:11])[CH2:3][CH2:2]1.[H-].[Na+].[N+:18]([C:21]1[CH:28]=[CH:27][C:24]([CH2:25]Br)=[CH:23][CH:22]=1)([O-:20])=[O:19]>CN(C)C=O.[Cl-].[NH4+]>[N+:18]([C:21]1[CH:28]=[CH:27][C:24]([CH2:25][N:8]2[C:9](=[O:11])[CH:10]3[CH2:1][CH2:2][CH2:3][C:4]3=[N:5][C:6]3[CH:15]=[CH:14][CH:13]=[CH:12][C:7]2=3)=[CH:23][CH:22]=1)([O-:20])=[O:19] |f:1.2,5.6|. Reported procedure: A suspension of 2,3,9,10a-tetrahydrobenzo[b]-cyclopenta[e][1,4]diazepin-10(1H)-one (25.00 g, 0.125 mmol) in N,N-dimethylformamide (DMF) (150 mL) was cooled to 0° C. and sodium hydride (60% dispersion in liquid paraffin, 5.00 g, 0.125 mol) was added. The mixture was stirred at the same temperature for 10 minutes and then at 20° C. for 5 minutes. After the resulting solution was cooled to 0° C., 4-nitrobenzyl bromide (28.32 g, 0.131 mol) was added and the mixture was stirred at 20° C. for 10 minut... The reactants are [Br-], [Li]CCCC, C[P+](c1ccccc1)(c1ccccc1)c1ccccc1, COC(=O)c1ccc(C=O)cc1. The product is C=Cc1ccc(C(=O)OC)cc1. As a reaction SMILES: [Br-:18].[CH2:1]([Li:2])[CH2:3][CH2:4][CH3:5].[CH3:19][P+:20]([c:21]1[cH:22][cH:23][cH:24][cH:25][cH:26]1)([c:27]1[cH:28][cH:29][cH:30][cH:31][cH:32]1)[c:33]1[cH:34][cH:35][cH:36][cH:37][cH:38]1.[CH:6](=[O:7])[c:8]1[cH:9][cH:10][c:11]([C:12](=[O:13])[O:14][CH3:15])[cH:16][cH:17]1>>[CH2:1]=[CH:6][c:8]1[cH:9][cH:10][c:11]([C:12](=[O:13])[O:14][CH3:15])[cH:16][cH:17]1. The reactants are CC1=CC=CC(=N1)NS(=O)(=O)C1=CC=C(C=C1)C1=CC=C(C=C1)F (4′-fluoro-biphenyl-4-sulfonic acid (6-methyl-pyridin-2-yl)-amide), product, C(C)(C)[N-]C(C)C.[Li+] (lithium diisopropylamide), C(=O)=O (dry ice). The solvent is C1CCOC1.CCCCCCC.C(C)C1=CC=CC=C1 (THF heptane ethylbenzene). The product is FC1=CC=C(C=C1)C1=CC=C(C=C1)S(=O)(=O)NC1=CC=CC(=N1)CC(=O)O ([6-(4′-fluoro-biphenyl-4-sulfonylamino)-pyridin-2-yl]-acetic acid). Reaction SMILES: [CH3:1][C:2]1[N:7]=[C:6]([NH:8][S:9]([C:12]2[CH:17]=[CH:16][C:15]([C:18]3[CH:23]=[CH:22][C:21]([F:24])=[CH:20][CH:19]=3)=[CH:14][CH:13]=2)(=[O:11])=[O:10])[CH:5]=[CH:4][CH:3]=1.C([N-]C(C)C)(C)C.[Li+].[C:33](=[O:35])=[O:34]>C1COCC1.CCCCCCC.C(C1C=CC=CC=1)C>[F:24][C:21]1[CH:20]=[CH:19][C:18]([C:15]2[CH:16]=[CH:17][C:12]([S:9]([NH:8][C:6]3[N:7]=[C:2]([CH2:1][C:33]([OH:35])=[O:34])[CH:3]=[CH:4][CH:5]=3)(=[O:11])=[O:10])=[CH:13][CH:14]=2)=[CH:23][CH:22]=1 |f:1.2,4.5.6|. Reported procedure: This material was obtained in analogy to example 71 step A] from 4′-fluoro-biphenyl-4-sulfonic acid (6-methyl-pyridin-2-yl)-amide (0.5 g, product of example 17), 1.46 mL of a 2 M lithium diisopropylamide solution in THF/heptane/ethylbenzene, and dry ice to give [6-(4′-fluoro-biphenyl-4-sulfonylamino)-pyridin-2-yl]-acetic acid as a gum (0.69 g) that was used without further purification in the next step. The reactants are C(C)(C)(C)OC(N(C1=CC=NC=C1)CCOC1=CC(=CC(=C1)Cl)C(N(C1=C(C=CC=C1)F)CCCC(N)=O)=O)=O ((2-{3-[(3-Carbamoyl-propyl)-(2-fluoro-phenyl)-carbamoyl]-5-chloro-phenoxy}-ethyl)-pyridin-4-yl-carbamic acid tert-butyl ester), FC(C(=O)O)(F)F (trifluoroacetic acid). Product: FC(C(=O)O)(F)F.C(N)(=O)CCCN(C(C1=CC(=CC(=C1)OCCNC1=CC=NC=C1)Cl)=O)C1=C(C=CC=C1)F (N-(3-Carbamoyl-propyl)-3-chloro-N-(2-fluoro-phenyl)-5-[2-(pyridin-4-ylamino)-ethoxy]-benzamide trifluoroacetate). As a reaction SMILES: C(OC(=O)[N:7]([CH2:14][CH2:15][O:16][C:17]1[CH:22]=[C:21]([Cl:23])[CH:20]=[C:19]([C:24](=[O:39])[N:25]([CH2:33][CH2:34][CH2:35][C:36](=[O:38])[NH2:37])[C:26]2[CH:31]=[CH:30][CH:29]=[CH:28][C:27]=2[F:32])[CH:18]=1)[C:8]1[CH:13]=[CH:12][N:11]=[CH:10][CH:9]=1)(C)(C)C.[F:41][C:42]([F:47])([F:46])[C:43]([OH:45])=[O:44]>>[F:41][C:42]([F:47])([F:46])[C:43]([OH:45])=[O:44].[C:36]([CH2:35][CH2:34][CH2:33][N:25]([C:26]1[CH:31]=[CH:30][CH:29]=[CH:28][C:27]=1[F:32])[C:24](=[O:39])[C:19]1[CH:18]=[C:17]([O:16][CH2:15][CH2:14][NH:7][C:8]2[CH:9]=[CH:10][N:11]=[CH:12][CH:13]=2)[CH:22]=[C:21]([Cl:23])[CH:20]=1)(=[O:38])[NH2:37] |f:2.3|. Procedure: A solution of (2-{3-[(3-Carbamoyl-propyl)-(2-fluoro-phenyl)-carbamoyl]-5-chloro-phenoxy}-ethyl)-pyridin-4-yl-carbamic acid tert-butyl ester (0.030 g) in trifluoroacetic acid (2 ml) was stored at room temperature for 18 h and then concentrated under reduced pressure. The residue was subjected to preparative hplc and the title compound (0.009 g) was obtained as a colourless gum by concentration of the required fraction under reduced pressure and drying by repetitive addition of acetonitrile and co... Starting materials: FC1=C(C=CC(=C1)F)[Mg]Br (2,4-difluorophenylmagnesiumbromide), Cl[Si]1(CCCC1)CCl (1-chloro-1-chloromethyl-1-silacyclopentane). The solvent is C1CCOC1 (THF). Yields the product ClC[Si]1(CCCC1)C1=C(C=C(C=C1)F)F (1-chloromethyl -1-(2,4-difluorophenyl)-1-silacyclopentane). As a reaction SMILES: [F:1][C:2]1[CH:7]=[C:6]([F:8])[CH:5]=[CH:4][C:3]=1[Mg]Br.Cl[Si:12]1([CH2:17][Cl:18])[CH2:16][CH2:15][CH2:14][CH2:13]1>C1COCC1>[Cl:18][CH2:17][Si:12]1([C:3]2[CH:4]=[CH:5][C:6]([F:8])=[CH:7][C:2]=2[F:1])[CH2:16][CH2:15][CH2:14][CH2:13]1. Procedure: In the same apparatus and procedures as Example 4-ii) was prepared 15.3 g (0.079 mol) of 2,4-difluorophenylmagnesiumbromide solution in THF, and the followed by coupling with 1-chloro-1-chloromethyl-1-silacyclopentane prepared from the above procedure i) for 1hr at 60° C. In the same method as Example 1 was treated the reaction product to give 3.5 g of 1-chloromethyl -1-(2,4-difluorophenyl)-1-silacyclopentane (56°-7° C. /0.3 mmHg).